From a dataset of the Open Reaction Database (ORD), a public repository of structured organic reaction records. describe an organic reaction: reactants, conditions, products, and yield Starting materials: COc1ccc(S(=O)(=O)N2CC3OC(C)(C)OC3C(OC(C)=O)C2C(=O)NOCc2ccccc2)cc1, C[O-], CCOC(C)=O, CO, [Na+]. The product is COc1ccc(S(=O)(=O)N2CC3OC(C)(C)OC3C(O)C2C(=O)NOCc2ccccc2)cc1. Reaction SMILES: [CH2:1]([c:2]1[cH:3][cH:4][cH:5][cH:6][cH:7]1)[O:8][NH:9][C:10](=[O:11])[CH:12]1[CH:13]([O:34][C:35](=[O:36])[CH3:37])[CH:14]2[CH:15]([CH2:16][N:17]1[S:18](=[O:19])(=[O:20])[c:21]1[cH:22][cH:23][c:24]([O:27][CH3:28])[cH:25][cH:26]1)[O:29][C:30]([CH3:32])([CH3:33])[O:31]2.[CH3:38][O-:39].[CH3:41][CH2:42][O:43][C:44](=[O:45])[CH3:46].[CH3:47][OH:48].[Na+:40]>>[CH2:1]([c:2]1[cH:3][cH:4][cH:5][cH:6][cH:7]1)[O:8][NH:9][C:10](=[O:11])[CH:12]1[CH:13]([OH:34])[CH:14]2[CH:15]([CH2:16][N:17]1[S:18](=[O:19])(=[O:20])[c:21]1[cH:22][cH:23][c:24]([O:27][CH3:28])[cH:25][cH:26]1)[O:29][C:30]([CH3:32])([CH3:33])[O:31]2. Starting materials: COC(C1=C(C=C(C=C1)C=O)Br)=O (2-bromo-4-formyl-benzoic acid methyl ester), C(CO)O (ethylene glycol), C1(=CC=C(C=C1)S(=O)(=O)O)C (p-toluene sulfonic acid). The solvent is C1CCOC1 (THF). Reaction conditions: time 8 hour. The product is COC(C1=C(C=C(C=C1)C1OC=CCO1)Br)=O (2-Bromo-4-[1,3]dioxin-2-yl-benzoic Acid Methyl Ester). Isolated yield 729.2%. RXN SMILES: [CH3:1][O:2][C:3](=[O:13])[C:4]1[CH:9]=[CH:8][C:7]([CH:10]=[O:11])=[CH:6][C:5]=1[Br:12].[CH2:14]([OH:17])[CH2:15]O.[C:18]1(C)C=CC(S(O)(=O)=O)=CC=1>C1COCC1>[CH3:1][O:2][C:3](=[O:13])[C:4]1[CH:9]=[CH:8][C:7]([CH:10]2[O:17][CH2:14][CH:15]=[CH:18][O:11]2)=[CH:6][C:5]=1[Br:12]. Reported procedure: The mixture of 2-bromo-4-formyl-benzoic acid methyl ester (440 mg, 1.8 mmol), ethylene glycol (1.1 g, 18 mmol) and p-toluene sulfonic acid (30 mg) in THF (10 mL) is stirred at room temperature overnight. The reaction mixture is partitioned between EtOAc (30 mL) and water (30 mL). The organic phase is washed with brine (30 mL), dried (Na2SO4), filtered, and concentrated under reduced pressure to a residue. The residue is purified by flash chromatography to afford the title compound as syrup (380 ... Reactants: NC(NCCC[C@@H](NC(=O)OC(C)(C)C)C(=O)NCC1=CC=C(C=C1)C(C)=O)=N[N+](=O)[O-] ((R)-N5 -[amino(nitroimino)methyl]-N2 -(tert.-butoxycarbonyl)-N-[[4-(1-oxoethyl)-phenyl]methyl]-ornithinamide), FC(C(=O)O)(F)F (trifluoroacetic acid). The solvent is O (water), ClCCl (dichloromethane). Yields the product NC(NCCC[C@@H](N)C(=O)NCC1=CC=C(C=C1)C(C)=O)=N[N+](=O)[O-] ((R)-N5 -[Amino (nitroimino) methyl]-N-[[4-(1-oxoethyl)-phenyl]methyl]-ornithinamide). As a reaction SMILES: [NH2:1][C:2](=[N:29][N+:30]([O-:32])=[O:31])[NH:3][CH2:4][CH2:5][CH2:6][C@H:7]([C:16]([NH:18][CH2:19][C:20]1[CH:25]=[CH:24][C:23]([C:26](=[O:28])[CH3:27])=[CH:22][CH:21]=1)=[O:17])[NH:8]C(OC(C)(C)C)=O.FC(F)(F)C(O)=O>ClCCl.O>[NH2:1][C:2](=[N:29][N+:30]([O-:32])=[O:31])[NH:3][CH2:4][CH2:5][CH2:6][C@H:7]([C:16]([NH:18][CH2:19][C:20]1[CH:21]=[CH:22][C:23]([C:26](=[O:28])[CH3:27])=[CH:24][CH:25]=1)=[O:17])[NH2:8]. Procedure details: Prepared analogously to Example 5e) from (R)-N5 -[amino(nitroimino)methyl]-N2 -(tert.-butoxycarbonyl)-N-[[4-(1-oxoethyl)-phenyl]methyl]-ornithinamide by treating with trifluoroacetic acid in dichloromethane. The salt thus obtained was dissolved in water, this solution was made ammoniacal and the desired base was finally precipitated from the aqueous solution by saturating with common salt. The product obtained was dried in vacuo in diphosphorus pentoxide and used in the following stage without a... Starting materials: C(CCC)[Sn](Cl)(CCCC)CCCC (tributylchlorostannane), NaCl ice, C(C)(C)[Mg]Cl (isopropylmagnesium chloride), IC1=NN(C2=CC=C(C=C12)C#N)C (3-iodo-1-methyl-1H-indazole-5-carbonitrile). The solvent is C1CCOC1 (THF). Reaction conditions: temperature -16 celsius, time 30 minute. The product is CN1N=C(C2=CC(=CC=C12)C#N)[Sn](CCCC)(CCCC)CCCC (1-methyl-3-tributylstannanyl-1H-indazole-5-carbonitrile). As a reaction SMILES: I[C:2]1[C:10]2[C:5](=[CH:6][CH:7]=[C:8]([C:11]#[N:12])[CH:9]=2)[N:4]([CH3:13])[N:3]=1.C([Mg]Cl)(C)C.[CH2:19]([Sn:23]([CH2:29][CH2:30][CH2:31][CH3:32])([CH2:25][CH2:26][CH2:27][CH3:28])Cl)[CH2:20][CH2:21][CH3:22]>C1COCC1>[CH3:13][N:4]1[C:5]2[C:10](=[CH:9][C:8]([C:11]#[N:12])=[CH:7][CH:6]=2)[C:2]([Sn:23]([CH2:25][CH2:26][CH2:27][CH3:28])([CH2:29][CH2:30][CH2:31][CH3:32])[CH2:19][CH2:20][CH2:21][CH3:22])=[N:3]1. Procedure details: In a round-bottomed flask, 3-iodo-1-methyl-1H-indazole-5-carbonitrile (383 mg, 1.35 mmol) was partially dissolved in THF (10 ml). The light yellow suspension was cooled to −16° C. (NaCl/ice bath) and isopropylmagnesium chloride (2.0 M in THF, 0.82 ml, 1.64 mmol) was added dropwise. The reaction mixture was stirred at −16° C. for 30 min then tributylchlorostannane (0.43 ml, 1.59 mmol) was slowly added. The reaction mixture was allowed to warm to room temperature and stirred for 1.5 h then quenche... Reactants: [Na] (sodium), FC1=CC=C(CBr)C=C1 (p-fluorobenzyl bromide), lactone, C(=O)(OC(C)(C)C)N[C@@H](CC1CCCCC1)[C@@H]1CC(C(O1)=O)C(=O)OCC (5(S)-[1(S)-(Boc-amino)-2-cyclohexylethyl]-3(R,S)-ethoxycarbonyl-dihydrofuran-2-(3H)-one), FC1=CC=C(CBr)C=C1 (p-fluorobenzyl bromide), [Na] (sodium), C(CC(O)(C(=O)O)CC(=O)O)(=O)O (citric acid). The solvent is C(C)O (ethanol). Conditions: time 16 hour. Yields the product C(=O)(OC(C)(C)C)N[C@@H](CC1=CC=CC=C1)[C@@H]1CC(C(O1)=O)C(=O)OCC (5(S)-[1(S)-(Boc-amino)-2-phenylethyl]-3(R,S)-ethoxycarbonyl-dihydrofuran-2-(3H)-one). Reaction SMILES: [C:1]([NH:8][C@H:9]([C@H:17]1[O:21][C:20](=[O:22])[CH:19]([C:23]([O:25][CH2:26][CH3:27])=[O:24])[CH2:18]1)[CH2:10][CH:11]1[CH2:16][CH2:15][CH2:14][CH2:13][CH2:12]1)([O:3][C:4]([CH3:7])([CH3:6])[CH3:5])=[O:2].FC1C=CC(CBr)=CC=1.[Na].C(O)(=O)CC(CC(O)=O)(C(O)=O)O>C(O)C>[C:1]([NH:8][C@H:9]([C@H:17]1[O:21][C:20](=[O:22])[CH:19]([C:23]([O:25][CH2:26][CH3:27])=[O:24])[CH2:18]1)[CH2:10][C:11]1[CH:12]=[CH:13][CH:14]=[CH:15][CH:16]=1)([O:3][C:4]([CH3:6])([CH3:5])[CH3:7])=[O:2] |^1:36|. Procedure: 10.2 g of 5(S)-[1(S)-(Boc-amino)-2-cyclohexylethyl]-3(R,S)-ethoxycarbonyl-dihydrofuran-2-(3H)-one are reacted at RT with 5.39 g of p-fluorobenzyl bromide (Fluka, Buchs, Switzerland) and 0.68 g of sodium in 180 ml of ethanol. Because, according to TLC, not all of the lactone has reacted after 1.5 h, a further 0.2 g of sodium and 0.7 g of p-fluorobenzyl bromide are added. After 16 h, the batch is poured onto a mixture of 10% citric acid and ice and extracted 3 times with ether. The organic phases ... As a reaction SMILES: [Cl:1][CH2:2][CH2:3][CH2:4][N:5]1[CH2:10][C:9]2[CH:11]=[CH:12][CH:13]=[CH:14][C:8]=2[NH:7][S:6]1(=[O:16])=[O:15].[C:17]1([CH3:26])[CH:22]=[CH:21][CH:20]=[C:19](B(O)O)[CH:18]=1>>[Cl:1][CH2:2][CH2:3][CH2:4][N:5]1[CH2:10][C:9]2[CH:11]=[CH:12][CH:13]=[CH:14][C:8]=2[N:7]([C:19]2[CH:20]=[CH:21][CH:22]=[C:17]([CH3:26])[CH:18]=2)[S:6]1(=[O:16])=[O:15]. Yields the product ClCCCN1S(N(C2=C(C1)C=CC=C2)C2=CC(=CC=C2)C)(=O)=O (3-(3-chloropropyl)-1-(3-methylphenyl)-3,4-dihydro-1H-2,1,3-benzothiadiazine 2,2-dioxide). Procedure: In an analogous manner to Example 1 step 7, 3-(3-chloropropyl)-3,4-dihydro-1H-2,1,3-benzothiadiazine 2,2-dioxide (408 mg) was coupled to m-tolylboronic acid to provide 3-(3-chloropropyl)-1-(3-methylphenyl)-3,4-dihydro-1H-2,1,3-benzothiadiazine 2,2-dioxide (39 mg): The reactants are ClCCCN1S(NC2=C(C1)C=CC=C2)(=O)=O (3-(3-chloropropyl)-3,4-dihydro-1H-2,1,3-benzothiadiazine 2,2-dioxide), C1(=CC(=CC=C1)B(O)O)C (m-tolylboronic acid).